From a dataset of the Open Reaction Database (ORD), a public repository of structured organic reaction records. describe an organic reaction: reactants, conditions, products, and yield Run in CCO (EtOH). Reported procedure: A mixture of ethyl 3-ethyl-2,4-dioxo-4-(2,4,6-trimethylphenyl)butanoate (6.0 g, 20.7 mmol) and hydrazine dihydrochloride (2.17 g, 20.7 mmoL) in 100 mL of EtOH was stirred at 80° C. for 6 hours. The solvent was then removed from the mixture. 200 mL of water was added to the residue and mixture was neutralized by the addition of solid NaHCO3. The product was extracted into ether. The ether extract was dried over Na2SO4 and evaporated to give 5.8 g as an oil which was used in the next reaction with... Conditions: temperature 80 celsius, time 6 hour. The product is C(C)C=1C(=NNC1C(=O)OCC)C1=C(C=C(C=C1C)C)C (Ethyl 4-ethyl-3-(2,4,6-trimethylphenyl)-1H-pyrazole-5-carboxylate). Reactants: C(C)C(C(C(=O)OCC)=O)C(C1=C(C=C(C=C1C)C)C)=O (ethyl 3-ethyl-2,4-dioxo-4-(2,4,6-trimethylphenyl)butanoate), Cl.Cl.NN (hydrazine dihydrochloride). RXN SMILES: [CH2:1]([CH:3]([C:11](=O)[C:12]1[C:17]([CH3:18])=[CH:16][C:15]([CH3:19])=[CH:14][C:13]=1[CH3:20])[C:4](=O)[C:5]([O:7][CH2:8][CH3:9])=[O:6])[CH3:2].Cl.Cl.[NH2:24][NH2:25]>CCO>[CH2:1]([C:3]1[C:11]([C:12]2[C:17]([CH3:18])=[CH:16][C:15]([CH3:19])=[CH:14][C:13]=2[CH3:20])=[N:24][NH:25][C:4]=1[C:5]([O:7][CH2:8][CH3:9])=[O:6])[CH3:2] |f:1.2.3|. Starting materials: CCCCCC.C(C)(=O)OCC (hexane ethyl acetate), C(C1=CC=CC=C1)OC1=CC=C(CI)C=C1 (p-benzyloxybenzyl iodide), C(=O)(OC(C)(C)C)N[C@@H](CC1=CC=CC=C1)[C@@H]1CCC(O1)=O (5(S)-[1(S)-(Boc-amino)-2-phenylethyl]dihydrofuran-2-(3H)-one), solution, C[Si](C)(C)[N-][Si](C)(C)C.[Li+] (lithium bis(trimethylsilyl)amide). Solvent: C1CCOC1 (THF), C1CCOC1 (THF), CN1C(N(CCC1)C)=O (1,3-dimethyl-3,4,5,6-tetrahydro-2(1H)-pyrimidinone), C1CCOC1 (THF). The product is C(=O)(OC(C)(C)C)N[C@@H](CC1=CC=CC=C1)[C@@H]1C[C@H](C(O1)=O)CC1=CC=C(C=C1)OCC1=CC=CC=C1 (5(S)-[1(S)-(Boc-Amino)-2-phenylethyl]-3(R)-[(p-benzyloxyphenyl)methyl]-dihydrofuran-2-(3H)-one). Reaction SMILES: [C:1]([NH:8][C@H:9]([C@H:17]1[O:21][C:20](=[O:22])[CH2:19][CH2:18]1)[CH2:10][C:11]1[CH:16]=[CH:15][CH:14]=[CH:13][CH:12]=1)([O:3][C:4]([CH3:7])([CH3:6])[CH3:5])=[O:2].C[Si]([N-][Si](C)(C)C)(C)C.[Li+].[CH2:33]([O:40][C:41]1[CH:48]=[CH:47][C:44]([CH2:45]I)=[CH:43][CH:42]=1)[C:34]1[CH:39]=[CH:38][CH:37]=[CH:36][CH:35]=1.CCCCCC.C(OCC)(=O)C>C1COCC1.CN1CCCN(C)C1=O>[C:1]([NH:8][C@H:9]([C@H:17]1[O:21][C:20](=[O:22])[C@H:19]([CH2:45][C:44]2[CH:47]=[CH:48][C:41]([O:40][CH2:33][C:34]3[CH:39]=[CH:38][CH:37]=[CH:36][CH:35]=3)=[CH:42][CH:43]=2)[CH2:18]1)[CH2:10][C:11]1[CH:16]=[CH:15][CH:14]=[CH:13][CH:12]=1)([O:3][C:4]([CH3:6])([CH3:7])[CH3:5])=[O:2] |f:1.2,4.5|. Procedure: In analogy with Example 1h), 1.13 g (3.70 mmol) of 5(S)-[1(S)-(Boc-amino)-2-phenylethyl]dihydrofuran-2-(3H)-one [Example 2b)], dissolved in 4.8 ml of THF and 0.75 ml of 1,3-dimethyl-3,4,5,6-tetrahydro-2(1H)-pyrimidinone, are deprotonated, at -75° C., with 7.25 ml of a 1M solution of lithium bis(trimethylsilyl)amide in THF, and alkylated (15 min) with 1.2 g (3.7 mmol) of p-benzyloxybenzyl iodide (Example 1d)) in 2 ml of THF. Column chromatography (SiO2, hexane/ethyl acetate, 2:1) affords the pure... Starting materials: CC(CC1C(C(C1)C(=O)OCC)N1CCCCC1)(C)C (Ethyl 3-(2,2-dimethylpropyl)-2-piperidin-1-ylcyclobutanecarboxylate), C1(=CC=C(C=C1)S(=O)(=O)OC)C (methyl p-toluenesulfonate). The solvent is O (water). Reaction conditions: temperature 105 celsius, time 2 hour. The product is CC(CC1C=C(C1)C(=O)O)(C)C (3-(2,2-Dimethylpropyl)-1-cyclobutenecarboxylic acid). The yield is 31.6%. RXN SMILES: [CH3:1][C:2]([CH3:20])([CH3:19])[CH2:3][CH:4]1[CH2:7][CH:6]([C:8]([O:10]CC)=[O:9])[CH:5]1N1CCCCC1.C1(C)C=CC(S(OC)(=O)=O)=CC=1>O>[CH3:1][C:2]([CH3:20])([CH3:19])[CH2:3][CH:4]1[CH2:7][C:6]([C:8]([OH:10])=[O:9])=[CH:5]1. Procedure details: Ethyl 3-(2,2-dimethylpropyl)-2-piperidin-1-ylcyclobutanecarboxylate (1470 g) and methyl p-toluenesulfonate (417 mL) were mixed. After the mixture was stirred at 105° C. for 2 hr, water (2100 mL) was poured into the reaction mixture and the aqueous layer was extracted. The aqueous layer was washed with tert-butyl methyl ether/hexane=1/1 (800 mL) and hexane (600 mL). To the aqueous layer was added potassium hydroxide (663 g) at ice temperature and the mixture was stirred at 100° C. for 2 hr. After... Reactants: O=Cc1sccc1Br, COCCOC, O=[N+]([O-])c1ccccc1B(O)O, [Na+], O=C([O-])O. Yields the product O=Cc1sccc1-c1ccccc1[N+](=O)[O-]. As a reaction SMILES: [Br:1][c:2]1[c:3]([CH:7]=[O:8])[s:4][cH:5][cH:6]1.[CH3:26][O:27][CH2:28][CH2:29][O:30][CH3:31].[N+:9](=[O:10])([O-:11])[c:12]1[c:13]([B:18]([OH:19])[OH:20])[cH:14][cH:15][cH:16][cH:17]1.[Na+:25].[O-:21][C:22]([OH:23])=[O:24]>>[c:2]1(-[c:13]2[c:12]([N+:9](=[O:10])[O-:11])[cH:17][cH:16][cH:15][cH:14]2)[c:3]([CH:7]=[O:8])[s:4][cH:5][cH:6]1. The reactants are FC1=CC=C(C=C1)NC(C1CCNCC1)C1=CC=C(C=C1)F (N,α-bis(4-fluorophenyl)-4-piperidinemethanamine), BrCC1=CC2=CC=CC=C2C=C1 (2-(bromomethyl)naphthalene), C([O-])([O-])=O.[K+].[K+] (potassium carbonate), [I-].[Na+] (sodium iodide). The solvent is C(CCC)O (1-butanol), C(Cl)Cl (methylene chloride). The product is FC1=CC=C(C=C1)NC(C1CCN(CC1)CC1=CC2=CC=CC=C2C=C1)C1=CC=C(C=C1)F (N,α-Bis(4-fluorophenyl)-1-(2-naphthalenylmethyl)-4-piperidinemethanamine). Yield: 35.9%. RXN SMILES: [F:1][C:2]1[CH:7]=[CH:6][C:5]([NH:8][CH:9]([C:16]2[CH:21]=[CH:20][C:19]([F:22])=[CH:18][CH:17]=2)[CH:10]2[CH2:15][CH2:14][NH:13][CH2:12][CH2:11]2)=[CH:4][CH:3]=1.Br[CH2:24][C:25]1[CH:34]=[CH:33][C:32]2[C:27](=[CH:28][CH:29]=[CH:30][CH:31]=2)[CH:26]=1.C(=O)([O-])[O-].[K+].[K+].[I-].[Na+]>C(O)CCC.C(Cl)Cl>[F:1][C:2]1[CH:3]=[CH:4][C:5]([NH:8][CH:9]([C:16]2[CH:17]=[CH:18][C:19]([F:22])=[CH:20][CH:21]=2)[CH:10]2[CH2:15][CH2:14][N:13]([CH2:24][C:25]3[CH:34]=[CH:33][C:32]4[C:27](=[CH:28][CH:29]=[CH:30][CH:31]=4)[CH:26]=3)[CH2:12][CH2:11]2)=[CH:6][CH:7]=1 |f:2.3.4,5.6|. Procedure: A mixture of N,α-bis(4-fluorophenyl)-4-piperidinemethanamine (6.47 g, 0.0214 mol), 2-(bromomethyl)naphthalene (4.74 g, 0.0214 mol), and potassium carbonate (4.84 g, 0.035 mol) was heated 16 h at reflux in 400 mL of 1-butanol containing sodium iodide (0.2 g). The reaction mixture was concentrated to dryness. The residue was partitioned with 5% sodium hydroxide. The chloroform layer was dried (Na2SO4), filtered, and concentrated to give a dark brown oil. The oil was dissolved in methylene chloride... Reactants: ClC1=NC(=NC=C1)NCCC1=CC=C(C=C1)O (4-[2-(4-Chloro-pyrimidin-2-ylamino)-ethyl]-phenol), C(C)(=O)C=1C=C(C=CC1)B(O)O (3-acetyl phenylboronic acid), 334. Product: OC1=CC=C(C=C1)CCNC1=NC=CC(=N1)C=1C=C(C=CC1)C(C)=O (1-(3-{2-[2-(4-Hydroxy-phenyl)-ethylamino]-pyrimidin-4-yl}-phenyl)-ethanone). As a reaction SMILES: Cl[C:2]1[CH:7]=[CH:6][N:5]=[C:4]([NH:8][CH2:9][CH2:10][C:11]2[CH:16]=[CH:15][C:14]([OH:17])=[CH:13][CH:12]=2)[N:3]=1.[C:18]([C:21]1[CH:22]=[C:23](B(O)O)[CH:24]=[CH:25][CH:26]=1)(=[O:20])[CH3:19]>>[OH:17][C:14]1[CH:15]=[CH:16][C:11]([CH2:10][CH2:9][NH:8][C:4]2[N:3]=[C:2]([C:25]3[CH:26]=[C:21]([C:18](=[O:20])[CH3:19])[CH:22]=[CH:23][CH:24]=3)[CH:7]=[CH:6][N:5]=2)=[CH:12][CH:13]=1. Procedure details: Intermediate 61 was coupled with 3-acetyl phenylboronic acid following procedure A. LC-MS showed the product had the expected M+H+ of 334.